Dataset: the Open Reaction Database (ORD), a public repository of structured organic reaction records. Task: describe an organic reaction: reactants, conditions, products, and yield The reactants are NC=1N=C(C2=C(N1)C[C@@H](NC2=O)C2=C(C=C(C=C2)F)Br)C ((R)-2-amino-7-(2-bromo-4-fluorophenyl)-4-methyl-7,8-dihydropyrido[4,3-d]pyrimidin-5(6H)-one), C([O-])([O-])=O.[Cs+].[Cs+] (cesium carbonate), N1=CC=CC2=CC=C3C=CC=NC3=C12 (1,10-phenanthroline), C1(CCCC1)O (cyclopentanol). The reagents and catalysts are [Cu]I (copper (I) iodide). Run at temperature 180 celsius. Yields the product NC=1N=C(C2=C(N1)C[C@@H](NC2=O)C2=C(C=C(C=C2)F)OC2CCCC2)C ((R)-2-amino-7-(2-(cyclopentyloxy)-4-fluorophenyl)-4-methyl-7,8-dihydropyrido[4,3-d]pyrimidin-5(6H)-one). As a reaction SMILES: [NH2:1][C:2]1[N:3]=[C:4]([CH3:21])[C:5]2[C:11](=[O:12])[NH:10][C@@H:9]([C:13]3[CH:18]=[CH:17][C:16]([F:19])=[CH:15][C:14]=3Br)[CH2:8][C:6]=2[N:7]=1.C(=O)([O-])[O-].[Cs+].[Cs+].N1C2C(=CC=C3C=2N=CC=C3)C=CC=1.[CH:42]1([OH:47])[CH2:46][CH2:45][CH2:44][CH2:43]1>[Cu]I>[NH2:1][C:2]1[N:3]=[C:4]([CH3:21])[C:5]2[C:11](=[O:12])[NH:10][C@@H:9]([C:13]3[CH:18]=[CH:17][C:16]([F:19])=[CH:15][C:14]=3[O:47][CH:42]3[CH2:46][CH2:45][CH2:44][CH2:43]3)[CH2:8][C:6]=2[N:7]=1 |f:1.2.3|. Reported procedure: A microwave vial was charged with (R)-2-amino-7-(2-bromo-4-fluorophenyl)-4-methyl-7,8-dihydropyrido[4,3-d]pyrimidin-5(6H)-one, cesium carbonate (2 eq), copper (I) iodide (10 mol %), 1,10-phenanthroline (20 mol %), and cyclopentanol. The reaction mixture was heated with microwave irradiation to a temperature of 180° C. for 20 min. After cooling to RT, the reactionmixture was concentrated and purified by reverse phase HPLC to afford (R)-2-amino-7-(2-(cyclopentyloxy)-4-fluorophenyl)-4-methyl-7,8-di...